Dataset: the Open Reaction Database (ORD), a public repository of structured organic reaction records. Task: describe an organic reaction: reactants, conditions, products, and yield Reactants: CC(=O)OC1(C(C)=O)C(O)C(CO)OC1(Cl)C(C)=O, CC(=O)Nc1nc(NC(C)=O)c2[nH]cnc2n1, [Cl-]. The product is CC(=O)Nc1nc(NC(C)=O)c2ncn(C3(C(C)=O)OC(CO)C(O)C3(OC(C)=O)C(C)=O)c2n1. As a reaction SMILES: [C:19]([CH3:20])(=[O:21])[O:22][C:23]1([C:35]([CH3:36])=[O:37])[C:24]([C:31]([CH3:32])=[O:33])([Cl:34])[O:25][CH:26]([CH2:29][OH:30])[CH:27]1[OH:28].[C:2]([CH3:3])(=[O:4])[NH:5][c:6]1[n:7][c:8]([NH:15][C:16]([CH3:17])=[O:18])[c:9]2[nH:10][cH:11][n:12][c:13]2[n:14]1.[Cl-:1]>>[C:2]([CH3:3])(=[O:4])[NH:5][c:6]1[n:7][c:8]([NH:15][C:16]([CH3:17])=[O:18])[c:9]2[n:10][cH:11][n:12]([C:24]3([C:31]([CH3:32])=[O:33])[C:23]([O:22][C:19]([CH3:20])=[O:21])([C:35]([CH3:36])=[O:37])[CH:27]([OH:28])[CH:26]([CH2:29][OH:30])[O:25]3)[c:13]2[n:14]1.